This data is from the Open Reaction Database (ORD), a public repository of structured organic reaction records. The task is: describe an organic reaction: reactants, conditions, products, and yield Reactants: BrB(Br)Br, CCOC(C)=O, ClCCl, CCCCCC, CO, [Na+], O=C([O-])O, COc1cccc(CNC(=O)c2[nH]c3ccc(Cl)cc3c2S(=O)(=O)c2ccccc2)c1. Yields the product O=C(NCc1cccc(O)c1)c1[nH]c2ccc(Cl)cc2c1S(=O)(=O)c1ccccc1. RXN SMILES: [B:32]([Br:33])([Br:34])[Br:35].[C:50]([O:51][CH2:52][CH3:53])(=[O:54])[CH3:55].[CH2:47]([Cl:48])[Cl:49].[CH3:36][CH2:37][CH2:38][CH2:39][CH2:40][CH3:41].[CH3:56][OH:57].[Na+:46].[O-:42][C:43]([OH:44])=[O:45].[c:1]1([S:7](=[O:8])(=[O:9])[c:10]2[c:11]([C:20](=[O:21])[NH:22][CH2:23][c:24]3[cH:25][c:26]([O:30][CH3:31])[cH:27][cH:28][cH:29]3)[nH:12][c:13]3[cH:14][cH:15][c:16]([Cl:19])[cH:17][c:18]23)[cH:2][cH:3][cH:4][cH:5][cH:6]1>>[c:1]1([S:7](=[O:8])(=[O:9])[c:10]2[c:11]([C:20](=[O:21])[NH:22][CH2:23][c:24]3[cH:25][c:26]([OH:30])[cH:27][cH:28][cH:29]3)[nH:12][c:13]3[cH:14][cH:15][c:16]([Cl:19])[cH:17][c:18]23)[cH:2][cH:3][cH:4][cH:5][cH:6]1.